Dataset: the Open Reaction Database (ORD), a public repository of structured organic reaction records. Task: describe an organic reaction: reactants, conditions, products, and yield Reactants: C1(=CC=CC=C1)C(C(=O)[O-])(CC1N2CCC(C1)CC2)C2=CC=CC=C2 (2,2-diphenyl-3-(1-azabicyclo[2.2.2]-oct-2-yl)propionate), NN (H2NNH2). Run in CO (CH3OH). The product is C1(=CC=CC=C1)C(C(=O)NN)(CC1N2CCC(C1)CC2)C2=CC=CC=C2 (2,2-diphenyl-3-(1-azabicyclo[2.2.2]-oct-2-yl)propionic acid hydrazide). RXN SMILES: [C:1]1([C:7]([C:20]2[CH:25]=[CH:24][CH:23]=[CH:22][CH:21]=2)([CH2:11][CH:12]2[CH2:17][CH:16]3[CH2:18][CH2:19][N:13]2[CH2:14][CH2:15]3)[C:8]([O-:10])=O)[CH:6]=[CH:5][CH:4]=[CH:3][CH:2]=1.[NH2:26][NH2:27]>CO>[C:1]1([C:7]([C:20]2[CH:21]=[CH:22][CH:23]=[CH:24][CH:25]=2)([CH2:11][CH:12]2[CH2:17][CH:16]3[CH2:18][CH2:19][N:13]2[CH2:14][CH2:15]3)[C:8]([NH:26][NH2:27])=[O:10])[CH:6]=[CH:5][CH:4]=[CH:3][CH:2]=1. Procedure: According to this method, 2-(2,2-diphenylethyl)-1-azabicyclo[2.2.2]octan (IV) is treated with a butyl lithium solution in the presence of N,N,N',N-tetramethylethylenediamine followed by methyl chloroformate to yield 2,2-diphenyl-3-(1-azabicyclo[2.2.2]-oct-2-yl)propionate (V). Then the propionate (V) is treated with a solution of H2NNH2 in CH3OH to yield 2,2-diphenyl-3-(1-azabicyclo[2.2.2]-oct-2-yl)propionic acid hydrazide (VI). The hydrazide (VI) is then mixed with CH3C(OC2H5)3 to provide the pr... Starting materials: C(#N)C=1N=CC(=NC1)NC(CCC(=O)OC)=O (methyl 4-[(5-cyanopyrazin-2-yl)amino]-4-oxo-butanoate), [N-]=[N+]=[N-].[Na+] (sodium azide), [Cl-].C(C)[NH+](CC)CC (triethylammonium chloride). The solvent is CN1C(CCC1)=O (1-methyl-2-pyrrolidinone), O (water). The product is O=C(CCC(=O)OC)NC1=NC=C(N=C1)C1=NN=NN1 (methyl 4-oxo-4-[[5-(1H-tetrazol-5-yl)pyrazin-2-yl]amino]butanoate). The yield is 43.0%. RXN SMILES: [C:1]([C:3]1[N:4]=[CH:5][C:6]([NH:9][C:10](=[O:17])[CH2:11][CH2:12][C:13]([O:15][CH3:16])=[O:14])=[N:7][CH:8]=1)#[N:2].[N-:18]=[N+:19]=[N-:20].[Na+].[Cl-].C([NH+](CC)CC)C>CN1CCCC1=O.O>[O:17]=[C:10]([NH:9][C:6]1[CH:5]=[N:4][C:3]([C:1]2[NH:20][N:19]=[N:18][N:2]=2)=[CH:8][N:7]=1)[CH2:11][CH2:12][C:13]([O:15][CH3:16])=[O:14] |f:1.2,3.4|. Procedure details: A mixture of methyl 4-[(5-cyanopyrazin-2-yl)amino]-4-oxo-butanoate A4 (0.168 g, 0.7173 mmol), sodium azide (0.141 g, 0.076 mL, 2.15 mmol) and triethylammonium chloride (0.156 g, 0.146 mL, 1.11 mmol) was stirred 4 h at 150° C. in 1-methyl-2-pyrrolidinone (10 mL). The mixture was cooled down and diluted with water. After acidification with aqueous hydrochloric acid (1N), the filtrate was extracted twice with ethyl acetate. The combined organic phases were combinated, dried over sodium sulfate and ... The reactants are COC(NC(C#C)(C)C)=O ((1,1-dimethyl-2-propynyl)-carbamic acid methyl ester), FC=1C(=C2/C(/C(NC2=CC1)=O)=C/C1=C(N=CN1)C)I ((Z)-1,3-dihydro-5-fluoro-4-iodo-3-[(4-methyl-1H-imidazol-5-yl)methylene]-2H-indol-2-one), FC=1C(=C2/C(/C(NC2=CC1)=O)=C/C1=C(N=CN1)C)I ((Z)-1,3-dihydro-5-fluoro-4-iodo-3-[(4-methyl-1H-imidazol-5-yl)methylene]-2H-indol-2-one). The reagents and catalysts are C=1C=CC(=CC1)[P](C=2C=CC=CC2)(C=3C=CC=CC3)[Pd]([P](C=4C=CC=CC4)(C=5C=CC=CC5)C=6C=CC=CC6)([P](C=7C=CC=CC7)(C=8C=CC=CC8)C=9C=CC=CC9)[P](C=1C=CC=CC1)(C=1C=CC=CC1)C=1C=CC=CC1 ((Ph3P)4Pd). Run in CCN(CC)CC (Et3N), CN(C)C=O (DMF). Product: COC(NC(C#CC1=C2/C(/C(NC2=CC=C1F)=O)=C/C1=C(N=CN1)C)(C)C)=O ((Z)-[3-[2,3-dihydro-5-fluoro-3-[(4-methyl-1H-imidazol-5-yl)methylene]-2-oxo-1H-indol-4yl]-1,1-dimethyl-2-propynyl]carbamic acid methyl ester). As a reaction SMILES: [CH3:1][O:2][C:3](=[O:10])[NH:4][C:5]([CH3:9])([CH3:8])[C:6]#[CH:7].[F:11][C:12]1[C:13](I)=[C:14]2[C:18](=[CH:19][CH:20]=1)[NH:17][C:16](=[O:21])/[C:15]/2=[CH:22]\[C:23]1[NH:27][CH:26]=[N:25][C:24]=1[CH3:28]>C1C=CC([P]([Pd]([P](C2C=CC=CC=2)(C2C=CC=CC=2)C2C=CC=CC=2)([P](C2C=CC=CC=2)(C2C=CC=CC=2)C2C=CC=CC=2)[P](C2C=CC=CC=2)(C2C=CC=CC=2)C2C=CC=CC=2)(C2C=CC=CC=2)C2C=CC=CC=2)=CC=1.CN(C=O)C.CCN(CC)CC>[CH3:1][O:2][C:3](=[O:10])[NH:4][C:5]([CH3:9])([CH3:8])[C:6]#[C:7][C:13]1[C:12]([F:11])=[CH:20][CH:19]=[C:18]2[C:14]=1/[C:15](=[CH:22]/[C:23]1[NH:27][CH:26]=[N:25][C:24]=1[CH3:28])/[C:16](=[O:21])[NH:17]2 |^1:33,35,54,73|. Procedure details: Using Method C above, (1,1-dimethyl-2-propynyl)-carbamic acid methyl ester (47.7 mg, 0.34 mmol) (see below) was coupled with (Z)-1,3-dihydro-5-fluoro-4-iodo-3-[(4-methyl-1H-imidazol-5-yl)methylene]-2H-indol-2-one (Starting Material 3 supra) (50 mg, 0.135 mmol) using (Ph3P)4Pd (16 mg) and Cul (3 mg) as catalyst in DMF (3 mL) and Et3N (3 mL) as solvent at 80° C. for 5 h to give (Z)-[3-[2,3-dihydro-5-fluoro-3-[(4-methyl-1H-imidazol-5-yl)methylene]-2-oxo-1H-indol-4yl]-1,1-dimethyl-2-propynyl]carbami... The reactants are BrC1=CC=C2C(=NNC2=C1)N (6-Bromo-1H-indazol-3-ylamine), C1(=CC=CC=C1)C(C(=O)OCC)C(=O)OCC (diethyl phenylmalonate), C(CCC)N(CCCC)CCCC (tributyl amine), [OH-].[Na+] (sodium hydroxide). Solvent: O (water). Product: BrC=1C=CC2=C3N(N=C2C1)C(=C(C(=N3)O)C3=CC=CC=C3)O (8-Bromo-3-phenylpyrimido[1,2-b]indazole-2,4-diol). The yield is 97.4%. RXN SMILES: [Br:1][C:2]1[CH:10]=[C:9]2[C:5]([C:6]([NH2:11])=[N:7][NH:8]2)=[CH:4][CH:3]=1.[C:12]1([CH:18]([C:24](OCC)=[O:25])[C:19](OCC)=[O:20])[CH:17]=[CH:16][CH:15]=[CH:14][CH:13]=1.C(N(CCCC)CCCC)CCC.[OH-].[Na+]>O>[Br:1][C:2]1[CH:3]=[CH:4][C:5]2[C:9]([CH:10]=1)=[N:8][N:7]1[C:19]([OH:20])=[C:18]([C:12]3[CH:17]=[CH:16][CH:15]=[CH:14][CH:13]=3)[C:24]([OH:25])=[N:11][C:6]=21 |f:3.4|. Procedure details: 9.9 g (46.7 mmol) 6-Bromo-1H-indazol-3-ylamine, 11 g (46.7 mmol) diethyl phenylmalonate and 19.8 mL (83.1 mmol) tributyl amine were heated for 15 h at 180° C. The reaction mixture was treated with 2M sodium hydroxide and water and extracted three times with tert-butyl methyl ether. The organic phase was discarded and the aqueous phase was acidified with conc. hydrochloric acid. The precipitate was collected by filtration and washed with water to obtain the desired product (16.2 g) which was howe... Reactants: CN(CCCN)C (N,N-Dimethy-1,3-propanediamine), ClC1=C(C=C(C(=O)OCC)C=C1)[N+](=O)[O-] (ethyl 4-chloro-3-nitrobenzoate). The solvent is C(C)(=O)OCC (ethyl acetate). Run at temperature 125 celsius, time 12 hour. Yields the product CN(CCCNC1=C(C=C(C(=O)OCC)C=C1)[N+](=O)[O-])C (Ethyl 4-{[3-(dimethylamino)propyl]amino}-3-nitrobenzoate). Yield: 101.2%. As a reaction SMILES: [CH3:1][N:2]([CH3:7])[CH2:3][CH2:4][CH2:5][NH2:6].Cl[C:9]1[CH:19]=[CH:18][C:12]([C:13]([O:15][CH2:16][CH3:17])=[O:14])=[CH:11][C:10]=1[N+:20]([O-:22])=[O:21]>C(OCC)(=O)C>[CH3:1][N:2]([CH3:7])[CH2:3][CH2:4][CH2:5][NH:6][C:9]1[CH:19]=[CH:18][C:12]([C:13]([O:15][CH2:16][CH3:17])=[O:14])=[CH:11][C:10]=1[N+:20]([O-:22])=[O:21]. Reported procedure: N,N-Dimethy-1,3-propanediamine (1.41 g) was added to ethyl 4-chloro-3-nitrobenzoate (1.59 g) and stirred for 12 hours at 125° C. The reaction mixture, with ethyl acetate added thereto, was washed with 1N sodium hydroxide aqueous solution, water, and saturated brine successively, dried over sodium sulfate anhydride, and concentrated, thereby yielding the entitled compound (2.07 g) as brown oil.